From a dataset of the Open Reaction Database (ORD), a public repository of structured organic reaction records. describe an organic reaction: reactants, conditions, products, and yield Reactants: CCN(CC)CCNC(=O)c1c[nH]c(C=O)c1C, C1CCNCC1, CCO, O=C1Cc2c(cccc2-c2cccc(Cl)c2)N1. Yields the product CCN(CC)CCNC(=O)c1c[nH]c(C=C2C(=O)Nc3cccc(-c4cccc(Cl)c4)c32)c1C. As a reaction SMILES: [CH2:18]([CH3:19])[N:20]([CH2:21][CH2:22][NH:23][C:24](=[O:25])[c:26]1[cH:27][nH:28][c:29]([CH:32]=[O:33])[c:30]1[CH3:31])[CH2:34][CH3:35].[CH2:36]1[CH2:37][CH2:38][NH:39][CH2:40][CH2:41]1.[CH3:42][CH2:43][OH:44].[Cl:1][c:2]1[cH:3][c:4](-[c:8]2[c:9]3[c:13]([cH:14][cH:15][cH:16]2)[NH:12][C:11](=[O:17])[CH2:10]3)[cH:5][cH:6][cH:7]1>>[Cl:1][c:2]1[cH:3][c:4](-[c:8]2[c:9]3[c:13]([cH:14][cH:15][cH:16]2)[NH:12][C:11](=[O:17])[C:10]3=[CH:32][c:29]2[nH:28][cH:27][c:26]([C:24]([NH:23][CH2:22][CH2:21][N:20]([CH2:18][CH3:19])[CH2:34][CH3:35])=[O:25])[c:30]2[CH3:31])[cH:5][cH:6][cH:7]1. Reactants: CC(C)(C)OC(=O)CON=C(C(=O)OC(c1ccccc1)c1ccccc1)c1ncsn1, ClCCl, COc1ccccc1, CCOC(C)=O, O=C(O)C(F)(F)F. The product is CC(C)(C)OC(=O)CON=C(C(=O)O)c1ncsn1. Reaction SMILES: [C:1]([CH3:2])([CH3:3])([CH3:4])[O:5][C:6](=[O:7])[CH2:8][O:9][N:10]=[C:11]([C:12](=[O:13])[O:14][CH:15]([c:16]1[cH:17][cH:18][cH:19][cH:20][cH:21]1)[c:22]1[cH:23][cH:24][cH:25][cH:26][cH:27]1)[c:28]1[n:29][s:30][cH:31][n:32]1.[CH2:54]([Cl:55])[Cl:56].[CH3:33][O:34][c:35]1[cH:36][cH:37][cH:38][cH:39][cH:40]1.[CH3:48][CH2:49][O:50][C:51](=[O:52])[CH3:53].[OH:41][C:42]([C:43]([F:44])([F:45])[F:46])=[O:47]>>[C:1]([CH3:2])([CH3:3])([CH3:4])[O:5][C:6](=[O:7])[CH2:8][O:9][N:10]=[C:11]([C:12](=[O:13])[OH:14])[c:28]1[n:29][s:30][cH:31][n:32]1. The reactants are NC=1SC2=C(N1)C(=CC(=C2)F)F (2-amino-4,6-difluoro-benzothiazole), CC1=CC=C(S1)C(=O)Cl (5-methyl-thiophene-carboxylicacid chloride). The product is FC1=CC(=CC2=C1N=C(S2)NC(=O)C=2SC(=CC2)C)F (5-Methyl-thiophene-2-carboxylic acid (4,6-difluoro-benzothiazol-2-yl)-amide). As a reaction SMILES: [NH2:1][C:2]1[S:3][C:4]2[CH:10]=[C:9]([F:11])[CH:8]=[C:7]([F:12])[C:5]=2[N:6]=1.[CH3:13][C:14]1[S:18][C:17]([C:19](Cl)=[O:20])=[CH:16][CH:15]=1>>[F:12][C:7]1[C:5]2[N:6]=[C:2]([NH:1][C:19]([C:17]3[S:18][C:14]([CH3:13])=[CH:15][CH:16]=3)=[O:20])[S:3][C:4]=2[CH:10]=[C:9]([F:11])[CH:8]=1. Procedure: Using 2-amino-4,6-difluoro-benzothiazole and 5-methyl-thiophene-carboxylicacid chloride the title compound was prepared as a yellow solid (74% yield), MS: m/e=310 (M+). The reactants are C(#N)C1(CCC(C(C1)C(=O)OC)=O)C1=C(C=CC=C1)F (Methyl 5-cyano-5-(2-fluorophenyl)-2-oxocyclohexane-1-carboxylate), Cl (HCl). The solvent is O (water). The product is C(#N)C1(CCC(CC1)=O)C1=C(C=CC=C1)F (4-cyano-4-(2-fluorophenyl)cyclohexanone). The yield is 40.1%. As a reaction SMILES: [C:1]([C:3]1([C:14]2[CH:19]=[CH:18][CH:17]=[CH:16][C:15]=2[F:20])[CH2:8][CH:7](C(OC)=O)[C:6](=[O:13])[CH2:5][CH2:4]1)#[N:2].Cl>O>[C:1]([C:3]1([C:14]2[CH:19]=[CH:18][CH:17]=[CH:16][C:15]=2[F:20])[CH2:8][CH2:7][C:6](=[O:13])[CH2:5][CH2:4]1)#[N:2]. Procedure: Methyl 5-cyano-5-(2-fluorophenyl)-2-oxocyclohexane-1-carboxylate (D19, 30.66 g, 0.11 mol) was stirred at reflux in c. HCl (500 ml) for 17 h, cooled, diluted with water (500 ml), and extracted with ethyl acetate. This organic portion was extracted with potassium carbonate solution, dried (Na2SO4) and evaporated to give 4-cyano-4-(2-fluorophenyl)cyclohexanone (9.58 g, 38%) as a yellow foam. The alkaline extract was re-acidified with c. HCl, and the product isolated by extraction with ethyl acetate... The reactants are CC(C)(C)OC(=O)N1CCN(C(=O)c2[nH]c(=O)n(C3CCCN(C(=O)OCc4ccccc4)C3)c2-c2ccccc2)CC1, CO. Yields the product CC(C)(C)OC(=O)N1CCN(C(=O)c2[nH]c(=O)n(C3CCCNC3)c2-c2ccccc2)CC1. As a reaction SMILES: [CH2:1]([O:2][C:3](=[O:4])[N:11]1[CH2:12][CH:13]([n:17]2[c:18](=[O:43])[nH:19][c:20]([C:28](=[O:29])[N:30]3[CH2:31][CH2:32][N:33]([C:36](=[O:37])[O:38][C:39]([CH3:40])([CH3:41])[CH3:42])[CH2:34][CH2:35]3)[c:21]2-[c:22]2[cH:23][cH:24][cH:25][cH:26][cH:27]2)[CH2:14][CH2:15][CH2:16]1)[c:5]1[cH:6][cH:7][cH:8][cH:9][cH:10]1.[CH3:44][OH:45]>>[NH:11]1[CH2:12][CH:13]([n:17]2[c:18](=[O:43])[nH:19][c:20]([C:28](=[O:29])[N:30]3[CH2:31][CH2:32][N:33]([C:36](=[O:37])[O:38][C:39]([CH3:40])([CH3:41])[CH3:42])[CH2:34][CH2:35]3)[c:21]2-[c:22]2[cH:23][cH:24][cH:25][cH:26][cH:27]2)[CH2:14][CH2:15][CH2:16]1.